This data is from the Open Reaction Database (ORD), a public repository of structured organic reaction records. The task is: describe an organic reaction: reactants, conditions, products, and yield Yields the product COc1ccccc1NC(=O)c1nc(-c2ccc(S(=O)(=O)N3CCN(C)CC3)cc2)cnc1N, Cl. Starting materials: F[B-](F)(F)F, CCN(C(C)C)C(C)C, ClCCl, COc1ccccc1N, CN(C)C=O, CCOCC, Cl, CN1CCN(S(=O)(=O)c2ccc(-c3cnc(N)c(C(=O)O)n3)cc2)CC1, O, On1nnc2ccccc21, CN(C)C(On1nnc2ccccc21)=[N+](C)C. RXN SMILES: [B-:36]([F:37])([F:38])([F:39])[F:40].[CH2:69]([N:70]([CH:71]([CH3:72])[CH3:73])[CH:74]([CH3:75])[CH3:76])[CH3:77].[CH2:84]([Cl:85])[Cl:86].[CH3:1][O:2][c:3]1[c:4]([NH2:5])[cH:6][cH:7][cH:8][cH:9]1.[CH3:79][N:80]([CH3:81])[CH:82]=[O:83].[CH3:87][CH2:88][O:89][CH2:90][CH3:91].[ClH:78].[NH2:10][c:11]1[c:12]([C:33](=[O:34])[OH:35])[n:13][c:14](-[c:17]2[cH:18][cH:19][c:20]([S:23](=[O:24])(=[O:25])[N:26]3[CH2:27][CH2:28][N:29]([CH3:32])[CH2:30][CH2:31]3)[cH:21][cH:22]2)[cH:15][n:16]1.[OH2:58].[OH:59][n:60]1[c:61]2[cH:62][cH:63][cH:64][cH:65][c:66]2[n:67][n:68]1.[n:41]1([O:42][C:43]([N:44]([CH3:45])[CH3:46])=[N+:47]([CH3:48])[CH3:49])[c:50]2[cH:51][cH:52][cH:53][cH:54][c:55]2[n:56][n:57]1>>[CH3:1][O:2][c:3]1[c:4]([NH:5][C:33]([c:12]2[c:11]([NH2:10])[n:16][cH:15][c:14](-[c:17]3[cH:18][cH:19][c:20]([S:23](=[O:24])(=[O:25])[N:26]4[CH2:27][CH2:28][N:29]([CH3:32])[CH2:30][CH2:31]4)[cH:21][cH:22]3)[n:13]2)=[O:34])[cH:6][cH:7][cH:8][cH:9]1.[ClH:78]. Reactants: CC(=O)C1(OC(=O)NC(C)(C)C)CCN(Cc2ccccc2)CC1, CC[O-], [Cl-], [NH4+], [Na+]. The product is CC(C)(C)N1C(=O)OC2(CCN(Cc3ccccc3)CC2)C1(C)O. RXN SMILES: [C:1]([CH3:2])(=[O:3])[C:4]1([O:17][C:18]([NH:19][C:20]([CH3:21])([CH3:22])[CH3:23])=[O:24])[CH2:5][CH2:6][N:7]([CH2:10][c:11]2[cH:12][cH:13][cH:14][cH:15][cH:16]2)[CH2:8][CH2:9]1.[CH3:28][CH2:29][O-:30].[Cl-:25].[NH4+:26].[Na+:27]>>[C:1]1([CH3:2])([OH:3])[C:4]2([CH2:5][CH2:6][N:7]([CH2:10][c:11]3[cH:12][cH:13][cH:14][cH:15][cH:16]3)[CH2:8][CH2:9]2)[O:17][C:18](=[O:24])[N:19]1[C:20]([CH3:21])([CH3:22])[CH3:23]. The reactants are [Br-], CC[Mg+], C1CCOC1, CO[SiH]1CCC(C2CCC(CCCCc3ccc(OC(F)F)c(F)c3)CC2)CC1, C1CC[SiH2]CC1. The product is CC[SiH]1CCC(C2CCC(CCCCc3ccc(OC(F)F)c(F)c3)CC2)CC1. RXN SMILES: [Br-:1].[CH2:2]([CH3:3])[Mg+:4].[CH2:40]1[O:41][CH2:42][CH2:43][CH2:44]1.[CH3:5][O:6][SiH:7]1[CH2:8][CH2:9][CH:10]([CH:13]2[CH2:14][CH2:15][CH:16]([CH2:19][CH2:20][CH2:21][CH2:22][c:23]3[cH:24][c:25]([F:33])[c:26]([O:29][CH:30]([F:31])[F:32])[cH:27][cH:28]3)[CH2:17][CH2:18]2)[CH2:11][CH2:12]1.[SiH2:34]1[CH2:35][CH2:36][CH2:37][CH2:38][CH2:39]1>>[CH2:2]([CH3:3])[SiH:7]1[CH2:8][CH2:9][CH:10]([CH:13]2[CH2:14][CH2:15][CH:16]([CH2:19][CH2:20][CH2:21][CH2:22][c:23]3[cH:24][c:25]([F:33])[c:26]([O:29][CH:30]([F:31])[F:32])[cH:27][cH:28]3)[CH2:17][CH2:18]2)[CH2:11][CH2:12]1. Starting materials: C(O)([O-])=O.[Na+] (sodium hydrogen carbonate), C(C1=CC=CC=C1)C1N(CC2=CC=CC=C2C1)CCN (2-[3-benzyl-3,4-dihydroisoquinolin-2(1H)-yl]ethanamine), C(C1=CC=CC=C1)=O (benzaldehyde), C(C)(=O)O[BH-](OC(C)=O)OC(C)=O.[Na+] (sodium triacetoxyborohydride). Solvent: C1(=CC=CC=C1)C (toluene), C(C)(=O)O (acetic acid). Run at time 8 hour. The product is C(C1=CC=CC=C1)NCCN1CC2=CC=CC=C2CC1CC1=CC=CC=C1 (N-benzyl-2-[3-benzyl-3,4-dihydroisoquinolin-2(1H)-yl]ethanamine). Yield: 70.1%. RXN SMILES: [CH2:1]([CH:8]1[CH2:17][C:16]2[C:11](=[CH:12][CH:13]=[CH:14][CH:15]=2)[CH2:10][N:9]1[CH2:18][CH2:19][NH2:20])[C:2]1[CH:7]=[CH:6][CH:5]=[CH:4][CH:3]=1.[CH:21](=O)[C:22]1[CH:27]=[CH:26][CH:25]=[CH:24][CH:23]=1.C(O[BH-](OC(=O)C)OC(=O)C)(=O)C.[Na+].C(=O)([O-])O.[Na+]>C1(C)C=CC=CC=1.C(O)(=O)C>[CH2:21]([NH:20][CH2:19][CH2:18][N:9]1[CH:8]([CH2:1][C:2]2[CH:3]=[CH:4][CH:5]=[CH:6][CH:7]=2)[CH2:17][C:16]2[C:11](=[CH:12][CH:13]=[CH:14][CH:15]=2)[CH2:10]1)[C:22]1[CH:27]=[CH:26][CH:25]=[CH:24][CH:23]=1 |f:2.3,4.5|. Procedure details: 26 mg of 2-[3-benzyl-3,4-dihydroisoquinolin-2(1H)-yl]ethanamine was dissolved in 1 mL of toluene, and MS-4A (30 mg), 10.4 mg of benzaldehyde, 18 mg of sodium triacetoxyborohydride, and 0.01 mL of acetic acid were added thereto at room temperature, followed by stirring overnight. After completion of the reaction, to the reaction liquid was added a saturated aqueous sodium hydrogen carbonate solution, followed by extraction with chloroform. The organic layer was washed with saturated brine, dried ... The reactants are N1CCCCC1.CN(C)C=O (piperidine DMF), C=1C=CC2=C(C1)N=NN2O (HOBt), amino acids, N([C@@H](COC(C)(C)C)C(=O)O)C(=O)OCC1C2=CC=CC=C2C2=CC=CC=C12 (Fmoc-Ser(tBu)), N([C@@H](CCC(OC(C)(C)C)=O)C(=O)O)C(=O)OC(C)(C)C (Boc-Glu(OtBu)), N([C@@H](CC(N)=O)C(=O)O)C(=O)OCC1C2=CC=CC=C2C2=CC=CC=C12 (Fmoc-Asn), amino acid, amino acids. Run in CN(C)C=O (DMF). Reaction conditions: temperature 25 celsius, time 15 minute. The product is peptide, N([C@@H](CCC(OC(C)(C)C)=O)C(=O)N[C@@H](COC(C)(C)C)C(=O)N[C@@H](CC(N)=O)C(=O)NCC(=O)O)C(=O)OC(C)(C)C (Boc-Glu(OtBu)-Ser(tBu)-Asn-Gly). As a reaction SMILES: C1C=CC2N([OH:10])N=NC=2C=1.[NH:11]1CCC[CH2:13][CH2:12]1.C[N:18]([CH:20]=[O:21])[CH3:19].[NH:22]([C:31](OCC1C2C(=CC=CC=2)C2C1=CC=CC=2)=[O:32])[C@H:23]([C:28]([OH:30])=[O:29])CC(=O)N.[NH:48]([C:59]([O:61]CC1C2C(=CC=CC=2)C2C1=CC=CC=2)=O)[C@H:49](C(O)=O)[CH2:50][O:51][C:52]([CH3:55])([CH3:54])[CH3:53].[NH:76]([C:90]([O:92][C:93]([CH3:96])([CH3:95])[CH3:94])=[O:91])[C@H:77](C(O)=O)[CH2:78][CH2:79][C:80](=[O:86])[O:81][C:82]([CH3:85])([CH3:84])[CH3:83]>CN(C=O)C>[NH:76]([C:90]([O:92][C:93]([CH3:94])([CH3:95])[CH3:96])=[O:91])[C@H:77]([C:59]([NH:48][C@H:49]([C:20]([NH:18][C@H:19]([C:31]([NH:22][CH2:23][C:28]([OH:30])=[O:29])=[O:32])[CH2:13][C:12](=[O:10])[NH2:11])=[O:21])[CH2:50][O:51][C:52]([CH3:53])([CH3:54])[CH3:55])=[O:61])[CH2:78][CH2:79][C:80](=[O:86])[O:81][C:82]([CH3:83])([CH3:84])[CH3:85] |f:1.2|. Procedure details: An amino acid whose amino group had been protected, HOBt (67.6 mg, 0.50 mmol), and DIPCI (77.0 μL, 63.1 mg, 0.50 mmol) were dissolved in DMF (2 mL), and the obtained solution was then activated for 15 minutes. Thereafter, the solution was placed in the solid-phase synthesis column. After stirring at 25° C. for 1 hour, the Fmoc group was treated with a 20% piperidine/DMF solution (2 mL) for 20 minutes for deprotection. These operations were repeated, so that amino acids were successively condense...